Task: describe an organic reaction: reactants, conditions, products, and yield. Dataset: the Open Reaction Database (ORD), a public repository of structured organic reaction records Reactants: C(C(=O)Cl)(=O)Cl (oxalyl chloride), C1(=C(C(=C(C(=C1F)F)F)N)F)N.Cl.Cl (dihydrochloride), cephem, C(C1=CC=CC=C1)(C1=CC=CC=C1)(C1=CC=CC=C1)NC=1SC=C(N1)/C(/C(=O)O)=N/OC1C(NCC1)=O ((Z)-2-(2-tritylaminothiazol-4-yl)-2-[(2-pyrrolidon-3-yl)oxyimino]acetic acid), N[C@H]1[C@@H]2N(C(=C(CS2)C[N+]2=CC=CC=C2)C(=O)[O-])C1=O (7β-amino-3-(1-pyridinio-methyl)-3-cephem-4-carboxylate), C/C(=N\[Si](C)(C)C)/O[Si](C)(C)C (N,O-bis(trimethylsilyl)acetamide). Run in C(Cl)(Cl)Cl (chloroform), CN(C=O)C (dimethylformamide), C(Cl)(Cl)Cl (chloroform), C(C)N(CC)CC (triethylamine), C(Cl)(Cl)Cl (chloroform), O (water), C(Cl)(Cl)Cl (chloroform). Reaction conditions: time 15 minute. Product: [N+]1(=CC=CC=C1)CC=1CS[C@H]2N(C1C(=O)[O-])C(C2)=O (3-(1-pyridiniomethyl)-3-cephem-4-carboxylate). As a reaction SMILES: C(Cl)(=O)C(Cl)=O.C(NC1SC=C(/C(=N/OC2CCNC2=O)/C(O)=O)N=1)(C1C=CC=CC=1)(C1C=CC=CC=1)C1C=CC=CC=1.N[C@@H:45]1[C:62](=[O:63])[N:47]2[C:48]([C:59]([O-:61])=[O:60])=[C:49]([CH2:52][N+:53]3[CH:58]=[CH:57][CH:56]=[CH:55][CH:54]=3)[CH2:50][S:51][C@H:46]12.C1(N)C(F)=C(F)C(F)=C(N)C=1F.Cl.Cl.C/C(/O[Si](C)(C)C)=N\[Si](C)(C)C>C(Cl)(Cl)Cl.O.C(N(CC)CC)C.CN(C)C=O>[N+:53]1([CH2:52][C:49]2[CH2:50][S:51][C@@H:46]3[CH2:45][C:62](=[O:63])[N:47]3[C:48]=2[C:59]([O-:61])=[O:60])[CH:54]=[CH:55][CH:56]=[CH:57][CH:58]=1 |f:3.4.5|. Procedure details: 0.57 g of oxalyl chloride is added at -5° to 0° C. to 15 ml of chloroform containing 0.35 g of dimethylformamide, and the mixture is stirred at the same temperature for 15 minutes. A mixture of 1.54 g of (Z)-2-(2-tritylaminothiazol-4-yl)-2-[(2-pyrrolidon-3-yl)oxyimino]acetic acid, 0.3 g of triethylamine and 15 ml of chloroform is added to said mixture at -30° to -35° C., and the mixture is further stirred at the same temperature for 5 minutes. Then, a solution of 7β-amino-3-(1-pyridinio-methyl)-... Starting materials: O (H2O), NC1=C(C=C(C=C1)Br)C(C1=CC=CC=C1)NS(=O)C(C)(C)C (2-Methyl-propane-2-sulfinic acid [(2-amino-5-bromo-phenyl)-phenyl-methyl]-amide), CI (CH3I), [Li+].C[Si](C)(C)[N-][Si](C)(C)C (LiHMDS). Solvent: CN(C)C=O (DMF). Reaction conditions: temperature -20 celsius, time 1 hour. Product: NC1=C(C=C(C=C1)Br)C(C1=CC=CC=C1)N(S(=O)C(C)(C)C)C (2-Methyl-propane-2-sulfinic acid [(2-amino-5-bromo-phenyl)-phenyl-methyl]-methyl-amide). Reaction SMILES: [NH2:1][C:2]1[CH:7]=[CH:6][C:5]([Br:8])=[CH:4][C:3]=1[CH:9]([NH:16][S:17]([C:19]([CH3:22])([CH3:21])[CH3:20])=[O:18])[C:10]1[CH:15]=[CH:14][CH:13]=[CH:12][CH:11]=1.[Li+].[CH3:24][Si]([N-][Si](C)(C)C)(C)C.CI.O>CN(C=O)C>[NH2:1][C:2]1[CH:7]=[CH:6][C:5]([Br:8])=[CH:4][C:3]=1[CH:9]([N:16]([CH3:24])[S:17]([C:19]([CH3:22])([CH3:21])[CH3:20])=[O:18])[C:10]1[CH:15]=[CH:14][CH:13]=[CH:12][CH:11]=1 |f:1.2|. Reported procedure: To a solution of 2-Methyl-propane-2-sulfinic acid [(2-amino-5-bromo-phenyl)-phenyl-methyl]-amide (60 g, 157 mmol) in DMF (700 mL) is cooled to −20° C., then LiHMDS (163 mL, 173 mmol) is added dropwise. After the addition the mixture is stirred at −20° C. for 1 h. Then CH3I (22.3 g, 157 mmol) is added dropwise. After the addition the mixture is warm to r.t. for 2 h. Then H2O is added and is was extracted with MeO(CH3)3, dried over Na2SO4 and concentrated to give product. Starting materials: CCO, CS(C)=O, Clc1ccc2[nH]cc(C3CCNCC3)c2c1, c1cc(OCC2CO2)c2cc[nH]c2c1. RXN SMILES: [CH3:31][CH2:32][OH:33].[CH3:34][S:35]([CH3:36])=[O:37].[Cl:15][c:16]1[cH:17][c:18]2[c:19]([CH:25]3[CH2:26][CH2:27][NH:28][CH2:29][CH2:30]3)[cH:20][nH:21][c:22]2[cH:23][cH:24]1.[O:1]1[CH:2]([CH2:4][O:5][c:6]2[c:7]3[cH:8][cH:9][nH:10][c:11]3[cH:12][cH:13][cH:14]2)[CH2:3]1>>[OH:1][CH:2]([CH2:3][N:28]1[CH2:27][CH2:26][CH:25]([c:19]2[c:18]3[cH:17][c:16]([Cl:15])[cH:24][cH:23][c:22]3[nH:21][cH:20]2)[CH2:30][CH2:29]1)[CH2:4][O:5][c:6]1[c:7]2[cH:8][cH:9][nH:10][c:11]2[cH:12][cH:13][cH:14]1. Product: OC(COc1cccc2[nH]ccc12)CN1CCC(c2c[nH]c3ccc(Cl)cc23)CC1.